Dataset: the Open Reaction Database (ORD), a public repository of structured organic reaction records. Task: describe an organic reaction: reactants, conditions, products, and yield The reactants are C(C1=CC=CC=C1)Br (benzyl bromide), ice, P(=O)([O-])(O)O.[K+] (monopotassium phosphate), [H-].[Na+] (sodium hydride), CC1(N(C(N(C1=O)C1=CC(=C(C#N)C=C1)C(F)(F)F)=O)CCCCO)C (4-(4,4-dimethyl 2,5-dioxo 3-(4-hydroxy butyl) 1-imidazolidinyl) 2-(trifluoromethyl) benzonitrile). Reagents/catalysts: [I-].C(CCC)[N+](CCCC)(CCCC)CCCC (tetrabutylammonium iodide). Run in CN(C=O)C (dimethylformamide). Run at time 30 minute. Product: O=C1N(C(C(N1CCCCOCC1=CC=CC=C1)(C)C)=O)C1=CC(=C(C#N)C=C1)C(F)(F)F (4-(2,5-dioxo 4,4-dimethyl 3-(4-phenylmethoxy-butyl) 1-imidazolidinyl) 2-(trifluoromethyl) benzonitrile). Reaction SMILES: [H-].[Na+].[CH3:3][C:4]1([CH3:28])[C:8](=[O:9])[N:7]([C:10]2[CH:17]=[CH:16][C:13]([C:14]#[N:15])=[C:12]([C:18]([F:21])([F:20])[F:19])[CH:11]=2)[C:6](=[O:22])[N:5]1[CH2:23][CH2:24][CH2:25][CH2:26][OH:27].[CH2:29](Br)[C:30]1[CH:35]=[CH:34][CH:33]=[CH:32][CH:31]=1.P(O)(O)([O-])=O.[K+]>CN(C)C=O.[I-].C([N+](CCCC)(CCCC)CCCC)CCC>[O:22]=[C:6]1[N:5]([CH2:23][CH2:24][CH2:25][CH2:26][O:27][CH2:29][C:30]2[CH:35]=[CH:34][CH:33]=[CH:32][CH:31]=2)[C:4]([CH3:28])([CH3:3])[C:8](=[O:9])[N:7]1[C:10]1[CH:17]=[CH:16][C:13]([C:14]#[N:15])=[C:12]([C:18]([F:19])([F:20])[F:21])[CH:11]=1 |f:0.1,4.5,7.8|. Procedure details: 48 mg of sodium hydride were added in several lots to 370 mg of the product of Example 58 in solution in 4 ml of dimethylformamide and the mixture was stirred for 30 minutes. Then, 0.12 ml of benzyl bromide and 40 mg of tetrabutylammonium iodide were added and after 90 minutes of reaction, the same amount of each reagent was added. The mixture was stirred for one hour and the reaction medium was poured into an ice-cooled aqueous solution of monopotassium phosphate. Extraction was carried out wit... Starting materials: O=C(O)C(F)(F)F, CCC1C(=O)N(C)c2cnc(-c3ccncc3N)nc2N1C(C)C, O=S(=O)(Cl)Cl, c1ccccc1. The product is CCC1C(=O)N(C)c2cnc(-c3ccncc3NS(=O)(=O)c3ccccc3)nc2N1C(C)C. Reaction SMILES: [F:36][C:37]([F:38])([F:39])[C:40]([OH:41])=[O:42].[NH2:1][c:2]1[cH:3][n:4][cH:5][cH:6][c:7]1-[c:8]1[n:9][c:10]2[c:15]([cH:16][n:17]1)[N:14]([CH3:18])[C:13](=[O:19])[CH:12]([CH2:20][CH3:21])[N:11]2[CH:22]([CH3:23])[CH3:24].[S:25](=[O:26])(=[O:27])([Cl:28])[Cl:29].[cH:30]1[cH:31][cH:32][cH:33][cH:34][cH:35]1>>[NH:1]([c:2]1[cH:3][n:4][cH:5][cH:6][c:7]1-[c:8]1[n:9][c:10]2[c:15]([cH:16][n:17]1)[N:14]([CH3:18])[C:13](=[O:19])[CH:12]([CH2:20][CH3:21])[N:11]2[CH:22]([CH3:23])[CH3:24])[S:25](=[O:26])(=[O:27])[c:30]1[cH:31][cH:32][cH:33][cH:34][cH:35]1. Starting materials: Cl.Cl.Cl.N[C@H](CCC(O)=O)C(=O)N1CCN(CC1)C1CCN(CC1)C (1-(D-glutamyl)-4-(1-methylpiperidin-4-yl)piperazine trihydrochloride), ClC=1C=CC2=C(SC(=C2)C(=O)O)C1 (6-chlorobenzo[b]thiophene-2-carboxylic acid). Product: ClC=1C=CC2=C(SC(=C2)C(=O)N[C@H](CCC(O)=O)C(=O)N2CCN(CC2)C2CCN(CC2)C)C1 (1-[N-(6-Chlorobenzo[b]thiophene-2-carbonyl)-D-glutamyl]-4-(1-methylpiperidin-4-yl)piperazine). As a reaction SMILES: Cl.Cl.Cl.[NH2:4][C@@H:5]([C:11]([N:13]1[CH2:18][CH2:17][N:16]([CH:19]2[CH2:24][CH2:23][N:22]([CH3:25])[CH2:21][CH2:20]2)[CH2:15][CH2:14]1)=[O:12])[CH2:6][CH2:7][C:8](=[O:10])[OH:9].[Cl:26][C:27]1[CH:28]=[CH:29][C:30]2[CH:34]=[C:33]([C:35](O)=[O:36])[S:32][C:31]=2[CH:38]=1>>[Cl:26][C:27]1[CH:28]=[CH:29][C:30]2[CH:34]=[C:33]([C:35]([NH:4][C@@H:5]([C:11]([N:13]3[CH2:14][CH2:15][N:16]([CH:19]4[CH2:24][CH2:23][N:22]([CH3:25])[CH2:21][CH2:20]4)[CH2:17][CH2:18]3)=[O:12])[CH2:6][CH2:7][C:8](=[O:9])[OH:10])=[O:36])[S:32][C:31]=2[CH:38]=1 |f:0.1.2.3|. Procedure: Using methods substantially equivalent to those described in Method D-1, the subtitled compound was prepared from 1-(D-glutamyl)-4-(1-methylpiperidin-4-yl)piperazine trihydrochloride and 6-chlorobenzo[b]thiophene-2-carboxylic acid (41%). The reactants are FC1=CC=C(C=C1)C1(CCC(CC1)N1CCC(CC1)(NC1=CC=CC=C1)C#N)C1=CC=C(C=C1)F (1-[4,4-bis(p-fluorophenyl)cyclohexyl]-4-cyano-4-anilinopiperidine), S(O)(O)(=O)=O (sulfuric acid). Run in O (water), O (water). Run at temperature 70 celsius, time 1 hour. The product is FC1=CC=C(C=C1)C1(CCC(CC1)N1CCC(CC1)(NC1=CC=CC=C1)C(N)=O)C1=CC=C(C=C1)F (1-[4,4-bis(p-fluorophenyl)cyclohexyl]-4-carbamoyl-4-anilinopiperidine). Reaction SMILES: [F:1][C:2]1[CH:7]=[CH:6][C:5]([C:8]2([C:29]3[CH:34]=[CH:33][C:32]([F:35])=[CH:31][CH:30]=3)[CH2:13][CH2:12][CH:11]([N:14]3[CH2:19][CH2:18][C:17]([C:27]#[N:28])([NH:20][C:21]4[CH:26]=[CH:25][CH:24]=[CH:23][CH:22]=4)[CH2:16][CH2:15]3)[CH2:10][CH2:9]2)=[CH:4][CH:3]=1.S(=O)(=O)(O)[OH:37]>O>[F:1][C:2]1[CH:3]=[CH:4][C:5]([C:8]2([C:29]3[CH:30]=[CH:31][C:32]([F:35])=[CH:33][CH:34]=3)[CH2:9][CH2:10][CH:11]([N:14]3[CH2:19][CH2:18][C:17]([C:27](=[O:37])[NH2:28])([NH:20][C:21]4[CH:26]=[CH:25][CH:24]=[CH:23][CH:22]=4)[CH2:16][CH2:15]3)[CH2:12][CH2:13]2)=[CH:6][CH:7]=1. Procedure details: To 16.5 g of 1-[4,4-bis(p-fluorophenyl)cyclohexyl]-4-cyano-4-anilinopiperidine is added gradually a solution of 180 g of concentrated sulfuric acid and 20 ml of water under cooling. After the addition is complete, the resulting mixture is stirred at 70° C for 1 hour and then cooled. The reaction mixture is poured into water, and the precipitated powder is collected by filtration. Then water is added to the powder, the aqueous mixture is made alkaline with potassium carbonate, and the alkaline so...